The task is: describe an organic reaction: reactants, conditions, products, and yield. This data is from the Open Reaction Database (ORD), a public repository of structured organic reaction records. RXN SMILES: [BH4-:1].[CH2:30]1[O:31][CH2:32][CH2:33][CH2:34]1.[CH3:3][c:4]1[cH:5][c:6]([NH:9][c:10]2[n:11][n:12]([CH2:21][C:22]([c:23]3[cH:24][cH:25][cH:26][cH:27][cH:28]3)=[O:29])[c:13](=[O:20])[c:14]3[cH:15][cH:16][cH:17][cH:18][c:19]23)[n:7][nH:8]1.[Na+:2]>>[CH3:3][c:4]1[cH:5][c:6]([NH:9][c:10]2[n:11][n:12]([CH2:21][CH:22]([c:23]3[cH:24][cH:25][cH:26][cH:27][cH:28]3)[OH:29])[c:13](=[O:20])[c:14]3[cH:15][cH:16][cH:17][cH:18][c:19]23)[n:7][nH:8]1. Reactants: [BH4-], C1CCOC1, Cc1cc(Nc2nn(CC(=O)c3ccccc3)c(=O)c3ccccc23)n[nH]1, [Na+]. Product: Cc1cc(Nc2nn(CC(O)c3ccccc3)c(=O)c3ccccc23)n[nH]1. The reactants are BrC=1C=2N(C=CC1)N=C(N2)NC2=CC=C(C=C2)OC ((8-bromo-[1,2,4]triazolo[1,5-a]pyridin-2-yl)-(4-methoxy-phenyl)-amine), CN1CCNCC1 (1-methyl-piperazine), C1(CCCCC1)P(C1=C(C=CC=C1)C1=C(C=C(C=C1C(C)C)C(C)C)C(C)C)C1CCCCC1 (dicyclohexyl-(2′,4′,6′-triisopropyl-biphenyl-2-yl)-phosphane), P(=O)([O-])([O-])[O-].[K+].[K+].[K+] (potassium phosphate). The reagents and catalysts are C(C)(=O)[O-].[Pd+2].C(C)(=O)[O-] (palladium acetate). Run in O1CCOCC1 (1,4-dioxane). Run at temperature 100 celsius. Product: COC1=CC=C(C=C1)NC1=NN2C(C(=CC=C2)N2CCN(CC2)C)=N1 ((4-Methoxy-phenyl)-[8-(4-methyl-piperazin-1-yl)-[1,2,4]triazolo[1,5-a]pyridin-2-yl]-amine), foam. Yield: 47.0%. As a reaction SMILES: Br[C:2]1[C:3]2[N:4]([N:8]=[C:9]([NH:11][C:12]3[CH:17]=[CH:16][C:15]([O:18][CH3:19])=[CH:14][CH:13]=3)[N:10]=2)[CH:5]=[CH:6][CH:7]=1.[CH3:20][N:21]1[CH2:26][CH2:25][NH:24][CH2:23][CH2:22]1.C1(P(C2CCCCC2)C2C=CC=CC=2C2C(C(C)C)=CC(C(C)C)=CC=2C(C)C)CCCCC1.P([O-])([O-])([O-])=O.[K+].[K+].[K+]>C([O-])(=O)C.[Pd+2].C([O-])(=O)C.O1CCOCC1>[CH3:19][O:18][C:15]1[CH:16]=[CH:17][C:12]([NH:11][C:9]2[N:10]=[C:3]3[C:2]([N:24]4[CH2:25][CH2:26][N:21]([CH3:20])[CH2:22][CH2:23]4)=[CH:7][CH:6]=[CH:5][N:4]3[N:8]=2)=[CH:13][CH:14]=1 |f:3.4.5.6,7.8.9|. Procedure details: To an oven dried tube was added (8-bromo-[1,2,4]triazolo[1,5-a]pyridin-2-yl)-(4-methoxy-phenyl)-amine (50.0 mg, 0.157 mmol), 1-methyl-piperazine (21.0 L, 0.189), palladium acetate (7.0 mg, 0.031 mmol), dicyclohexyl-(2′,4′,6′-triisopropyl-biphenyl-2-yl)-phosphane (15.0 mg, 0.0315 mmol, X-Phos), potassium phosphate (83.0 mg, 0.391 mmol) and 1,4-dioxane (3 mL) and kept under an atmosphere of nitrogen. The tube was evacuated and backflushed with nitrogen three times. The tube was sealed and heated a...